Dataset: the Open Reaction Database (ORD), a public repository of structured organic reaction records. Task: describe an organic reaction: reactants, conditions, products, and yield Procedure details: 3-amino-N-methyl-6-[3-({[2-(phenylamino)ethyl]amino}carbonyl)phenyl]pyrazine-2-carboxamide was synthesized according to the procedure described in above from N-phenylethane-1,2-diamine and 3-{5-amino-6-[(methylamino)carbonyl]pyrazine-2-yl}benzoic acid. Yield 45%: 1H NMR (400 MHz, CDCl3): 8.90 (s, 1H), 8.82 (br d, 1H), 8.70 (br t, 1H), 8.45 (br s, 1H), 8.32 (br d, 1H), 7.82 (br d, 1H), 7.52 (t, 1H), 7.02 (t, 2H), 6.62 (d, 2H), 6.50 (t, 1H), 5.72 (br t, 1H), 3.52 (d, 2H), 3.20 (d, 2H), 2.92 (d, 3H... Starting materials: C1(=CC=CC=C1)NCCN (N-phenylethane-1,2-diamine), NC=1N=CC(=NC1C(=O)NC)C=1C=C(C(=O)O)C=CC1 (3-{5-amino-6-[(methylamino)carbonyl]pyrazine-2-yl}benzoic acid). Product: NC=1C(=NC(=CN1)C1=CC(=CC=C1)C(=O)NCCNC1=CC=CC=C1)C(=O)NC (3-amino-N-methyl-6-[3-({[2-(phenylamino)ethyl]amino}carbonyl)phenyl]pyrazine-2-carboxamide). The yield is 45.0%. Reaction SMILES: [C:1]1([NH:7][CH2:8][CH2:9][NH2:10])[CH:6]=[CH:5][CH:4]=[CH:3][CH:2]=1.[NH2:11][C:12]1[N:13]=[CH:14][C:15]([C:22]2[CH:23]=[C:24]([CH:28]=[CH:29][CH:30]=2)[C:25](O)=[O:26])=[N:16][C:17]=1[C:18]([NH:20][CH3:21])=[O:19]>>[NH2:11][C:12]1[C:17]([C:18]([NH:20][CH3:21])=[O:19])=[N:16][C:15]([C:22]2[CH:30]=[CH:29][CH:28]=[C:24]([C:25]([NH:10][CH2:9][CH2:8][NH:7][C:1]3[CH:6]=[CH:5][CH:4]=[CH:3][CH:2]=3)=[O:26])[CH:23]=2)=[CH:14][N:13]=1. Starting materials: CC(=O)[O-].[Na+] (NaOAc), N(=O)[O-].[Na+] (NaNO2), FC1=C(N)C=CC=C1 (2-fluoroaniline), ClCC(CC(=O)OCC)=O (ethyl 4-chloro-3-oxobutanoate). The solvent is O (H2O), OS(=O)(=O)O (H2SO4), CC(=O)O (AcOH), CC(=O)O (AcOH), O (H2O). Reaction conditions: temperature 0 celsius, time 1 hour. Yields the product ClCC(C(C(=O)OCC)N=NC1=C(C=CC=C1)F)=O (Ethyl 4-chloro-2-(2-fluoro-phenylazo)-3-oxobutanoate). Yield: 73.1%. As a reaction SMILES: [N:1]([O-])=O.[Na+].[F:5][C:6]1[CH:12]=[CH:11][CH:10]=[CH:9][C:7]=1[NH2:8].[Cl:13][CH2:14][C:15](=[O:22])[CH2:16][C:17]([O:19][CH2:20][CH3:21])=[O:18].CC([O-])=O.[Na+]>OS(O)(=O)=O.CC(O)=O.O>[Cl:13][CH2:14][C:15](=[O:22])[CH:16]([N:1]=[N:8][C:7]1[CH:9]=[CH:10][CH:11]=[CH:12][C:6]=1[F:5])[C:17]([O:19][CH2:20][CH3:21])=[O:18] |f:0.1,4.5|. Procedure details: A solution of NaNO2 (0.96 g) in conc. H2SO4 (4 mL) was added to a solution of 2-fluoroaniline (1.52 g) in AcOH (23 mL) at 0° C., and the mixture was stirred for 1 hour at 0° C. The reaction mixture was added to a solution of ethyl 4-chloro-3-oxobutanoate (2.16 g) in a mixture of AcOH (10 mL) and H2O (20 mL) at 0° C. and the reaction mixture was stirred for 15 minutes at 0° C. A solution of NaOAc (12.2 g) in H2O (20 mL) was added to the reaction mixture at 0° C., and the reaction mixture was stir... Reactants: FC1=C2C(CCOC2=CC(=C1)F)=O (5,7-difluoro-2,3-dihydro-4H-chromen-4-one), [BH4-].[Na+] (sodium borohydride). Run in CO (methanol). Conditions: time 1 hour. Yields the product FC1=C2C(CCOC2=CC(=C1)F)O (5,7-Difluoro-3,4-dihydro-2H-chromen-4-ol). The yield is 67.3%. Reaction SMILES: [F:1][C:2]1[CH:11]=[C:10]([F:12])[CH:9]=[C:8]2[C:3]=1[C:4](=[O:13])[CH2:5][CH2:6][O:7]2.[BH4-].[Na+]>CO>[F:1][C:2]1[CH:11]=[C:10]([F:12])[CH:9]=[C:8]2[C:3]=1[CH:4]([OH:13])[CH2:5][CH2:6][O:7]2 |f:1.2|. Reported procedure: To a solution of 5,7-difluoro-2,3-dihydro-4H-chromen-4-one (14.2 g, 77.0 mmol, US 20050038032) in methanol (200 mL) was added sodium borohydride (3.50 g, 92.5 mmol) at 0° C. The reaction mixture was stirred at the same temperature for 1 hour, and evaporated to remove methanol. The residue was quenched with water, and extracted with ethyl acetate. The extract was washed with brine, dried over magnesium sulfate, and concentrated in vacuum. The residue was purified by column chromatography on silic... Procedure: The title compound was synthesized in the same manner as in Reference Example 217 from methyl 2′-formyl-6′-methylbiphenyl-3-carboxylate and isopropyltriphenylphosphonium iodide. colorless oil (yield 45%). Isolated yield 45.0%. Reaction SMILES: [CH:1]([C:3]1[CH:8]=[CH:7][CH:6]=[C:5]([CH3:9])[C:4]=1[C:10]1[CH:15]=[CH:14][CH:13]=[C:12]([C:16]([O:18][CH3:19])=[O:17])[CH:11]=1)=O.[I-].[CH:21]([P+](C1C=CC=CC=1)(C1C=CC=CC=1)C1C=CC=CC=1)([CH3:23])[CH3:22]>>[CH2:1]([C:3]1[CH:8]=[CH:7][CH:6]=[C:5]([CH3:9])[C:4]=1[C:10]1[CH:15]=[CH:14][CH:13]=[C:12]([C:16]([O:18][CH3:19])=[O:17])[CH:11]=1)[CH:21]([CH3:23])[CH3:22] |f:1.2|. The product is C(C(C)C)C1=C(C(=CC=C1)C)C1=CC(=CC=C1)C(=O)OC (methyl 2′-isobutyl-6′-methylbiphenyl-3-carboxylate), oil. The reactants are C(=O)C1=C(C(=CC=C1)C)C1=CC(=CC=C1)C(=O)OC (methyl 2′-formyl-6′-methylbiphenyl-3-carboxylate), [I-].C(C)(C)[P+](C1=CC=CC=C1)(C1=CC=CC=C1)C1=CC=CC=C1 (isopropyltriphenylphosphonium iodide). Starting materials: O=c1c2ccccc2c2nc3ccc(Br)cn3c2n1-c1ccc([N+](=O)[O-])cc1, O=C([O-])[O-], [Cs+], [Cs+], NCCN1CCCC1, C1COCCO1. Reaction SMILES: [Br:7][c:8]1[cH:9][cH:10][c:11]2[n:12][c:13]3[c:14]([n:15](-[c:24]4[cH:25][cH:26][c:27]([N+:30](=[O:31])[O-:32])[cH:28][cH:29]4)[c:16](=[O:23])[c:17]4[cH:18][cH:19][cH:20][cH:21][c:22]34)[n:33]2[cH:34]1.[C:1](=[O:2])([O-:3])[O-:4].[Cs+:5].[Cs+:6].[N:35]1([CH2:40][CH2:41][NH2:42])[CH2:36][CH2:37][CH2:38][CH2:39]1.[O:43]1[CH2:44][CH2:45][O:46][CH2:47][CH2:48]1>>[c:8]1([NH:42][CH2:41][CH2:40][N:35]2[CH2:36][CH2:37][CH2:38][CH2:39]2)[cH:9][cH:10][c:11]2[n:12][c:13]3[c:14]([n:15](-[c:24]4[cH:25][cH:26][c:27]([N+:30](=[O:31])[O-:32])[cH:28][cH:29]4)[c:16](=[O:23])[c:17]4[cH:18][cH:19][cH:20][cH:21][c:22]34)[n:33]2[cH:34]1. Product: O=c1c2ccccc2c2nc3ccc(NCCN4CCCC4)cn3c2n1-c1ccc([N+](=O)[O-])cc1. Reactants: Cc1ccccc1, OB(O)c1cc(Cl)cc(Cl)c1, N#Cc1c(N)ccc(Br)c1Cl, [Na+], [Na+], O=C([O-])[O-], c1ccc(P(c2ccccc2)(c2ccccc2)[Pd](P(c2ccccc2)(c2ccccc2)c2ccccc2)(P(c2ccccc2)(c2ccccc2)c2ccccc2)P(c2ccccc2)(c2ccccc2)c2ccccc2)cc1. The product is N#Cc1c(N)ccc(-c2cc(Cl)cc(Cl)c2)c1Cl. Reaction SMILES: [CH3:29][c:30]1[cH:31][cH:32][cH:33][cH:34][cH:35]1.[Cl:12][c:13]1[cH:14][c:15]([B:20]([OH:21])[OH:22])[cH:16][c:17]([Cl:19])[cH:18]1.[NH2:1][c:2]1[c:3]([C:4]#[N:5])[c:6]([Cl:11])[c:7]([Br:10])[cH:8][cH:9]1.[Na+:23].[Na+:24].[O-:25][C:26](=[O:27])[O-:28].[cH:36]1[cH:37][cH:38][c:39]([P:40]([Pd:41]([P:42]([c:43]2[cH:44][cH:45][cH:46][cH:47][cH:48]2)([c:49]2[cH:50][cH:51][cH:52][cH:53][cH:54]2)[c:55]2[cH:56][cH:57][cH:58][cH:59][cH:60]2)([P:61]([c:62]2[cH:63][cH:64][cH:65][cH:66][cH:67]2)([c:68]2[cH:69][cH:70][cH:71][cH:72][cH:73]2)[c:74]2[cH:75][cH:76][cH:77][cH:78][cH:79]2)[P:80]([c:81]2[cH:82][cH:83][cH:84][cH:85][cH:86]2)([c:87]2[cH:88][cH:89][cH:90][cH:91][cH:92]2)[c:93]2[cH:94][cH:95][cH:96][cH:97][cH:98]2)([c:99]2[cH:100][cH:101][cH:102][cH:103][cH:104]2)[c:105]2[cH:106][cH:107][cH:108][cH:109][cH:110]2)[cH:111][cH:112]1>>[NH2:1][c:2]1[c:3]([C:4]#[N:5])[c:6]([Cl:11])[c:7](-[c:15]2[cH:14][c:13]([Cl:12])[cH:18][c:17]([Cl:19])[cH:16]2)[cH:8][cH:9]1. Starting materials: Cc1ccccc1, [Na+], CCOC(=O)CC(=O)c1cc2ccoc2cn1, [OH-]. The product is CC(=O)c1cc2ccoc2cn1. Reaction SMILES: [CH3:20][c:21]1[cH:22][cH:23][cH:24][cH:25][cH:26]1.[Na+:19].[O:1]=[C:2]([CH2:3][C:4]([O:5][CH2:6][CH3:7])=[O:8])[c:9]1[cH:10][c:11]2[c:12]([cH:13][n:14]1)[o:15][cH:16][cH:17]2.[OH-:18]>>[O:1]=[C:2]([CH3:3])[c:9]1[cH:10][c:11]2[c:12]([cH:13][n:14]1)[o:15][cH:16][cH:17]2.